The task is: describe an organic reaction: reactants, conditions, products, and yield. This data is from the Open Reaction Database (ORD), a public repository of structured organic reaction records. Starting materials: ClC1=CC=C(C=C1)C(C)(C)NCCCN1C=NC=C1 (N-[1-(4-Chlorophenyl)-1-methylethyl]-3-(imidazol-1-yl)propylamine), C(CC(O)(C(=O)O)CC(=O)O)(=O)O (citric acid). The solvent is IMS. Yields the product C(CC(O)(C(=O)O)CC(=O)O)(=O)O.ClC1=CC=C(C=C1)C(C)(C)NCCCN1C=NC=C1 (N-[1-(4-chlorophenyl)-1-methylethyl]-3-(imidazol-1-yl)propylamine citrate). RXN SMILES: [Cl:1][C:2]1[CH:7]=[CH:6][C:5]([C:8]([NH:11][CH2:12][CH2:13][CH2:14][N:15]2[CH:19]=[CH:18][N:17]=[CH:16]2)([CH3:10])[CH3:9])=[CH:4][CH:3]=1.[C:20]([OH:32])(=[O:31])[CH2:21][C:22]([CH2:27][C:28]([OH:30])=[O:29])([C:24]([OH:26])=[O:25])[OH:23]>>[C:20]([OH:32])(=[O:31])[CH2:21][C:22]([CH2:27][C:28]([OH:30])=[O:29])([C:24]([OH:26])=[O:25])[OH:23].[Cl:1][C:2]1[CH:7]=[CH:6][C:5]([C:8]([NH:11][CH2:12][CH2:13][CH2:14][N:15]2[CH:19]=[CH:18][N:17]=[CH:16]2)([CH3:10])[CH3:9])=[CH:4][CH:3]=1 |f:2.3|. Procedure details: N-[1-(4-Chlorophenyl)-1-methylethyl]-3-(imidazol-1-yl)propylamine (1.25 g) and citric acid (0.95 g) were dissolved in warm IMS (10 ml) and allowed to cool. After standing with occasional scratching a salt crystallised. The salt was collected by filtration, triturated with ethyl acetate/methanol (1:1) filtered and dried to give N-[1-(4-chlorophenyl)-1-methylethyl]-3-(imidazol-1-yl)propylamine citrate, m.p. 143°-145° C.